This data is from the Open Reaction Database (ORD), a public repository of structured organic reaction records. The task is: describe an organic reaction: reactants, conditions, products, and yield Starting materials: [OH-].[Ba+2].[OH-] (barium hydroxide), [OH-].[Na+] (sodium hydroxide), C(C1=CC=CC=C1)(=O)NC=1NN(C(C1N1N=CC=C1)=O)C1=C(C=C(C=C1Cl)Cl)Cl (3-benzoylamino-4-(1-pyrazolyl)-1-(2,4,6-trichlorophenyl)-5-pyrazolone). The solvent is CO (methanol). Conditions: temperature 70 celsius. The product is NC=1NN(C(C1N1N=CC=C1)=O)C1=C(C=C(C=C1Cl)Cl)Cl (3-amino-4-(1-pyrazolyl)-1-(2,4,6-trichlorophenyl)-5-pyrazolone). As a reaction SMILES: [OH-].[Ba+2].[OH-].[OH-].[Na+].C([NH:14][C:15]1[NH:16][N:17]([C:26]2[C:31]([Cl:32])=[CH:30][C:29]([Cl:33])=[CH:28][C:27]=2[Cl:34])[C:18](=[O:25])[C:19]=1[N:20]1[CH:24]=[CH:23][CH:22]=[N:21]1)(=O)C1C=CC=CC=1>CO>[NH2:14][C:15]1[NH:16][N:17]([C:26]2[C:27]([Cl:34])=[CH:28][C:29]([Cl:33])=[CH:30][C:31]=2[Cl:32])[C:18](=[O:25])[C:19]=1[N:20]1[CH:24]=[CH:23][CH:22]=[N:21]1 |f:0.1.2,3.4|. Reported procedure: As specific representative example of the producing method of the invention, barium hydroxide and a 25% (W/V) aqueous solution of sodium hydroxide are added to a methanol suspension of 3-benzoylamino-4-(1-pyrazolyl)-1-(2,4,6-trichlorophenyl)-5-pyrazolone, and the reaction mixture is agitated at about 70° C. After the raw material is consumed, an excessive amount of concentrated hydrochloric acid is added to the reaction system, and the resulting barium chloride precipitate is eliminated by filtr... The reactants are C(C)(C)(C)OC([C@H]1N(CCC1)C[C@H]([C@H](CC1=CC=C(C=C1)OC)NC(=O)OCC1=CC=CC=C1)O)=O (N-[3(S)-(benzyloxyformamido)-2(R)-hydroxy-4-(4-methoxyphenyl)butyl]-L-proline tert.butyl ester), C(C1=CC=CC=C1)OC(=O)N[C@@H](CC(N)=O)C(=O)O (N-(benzyloxycarbonyl)-L-asparagine). Reagents/catalysts: [Pd] (palladium-on-carbon). Solvent: C(C)O (ethanol). The product is C(C)(C)(C)OC([C@H]1N(CCC1)C[C@H]([C@H](CC1=CC=C(C=C1)OC)NC([C@@H](NC(=O)OCC1=CC=CC=C1)CC(N)=O)=O)O)=O (N-[3(S)-[[N-(benzyloxycarbonyl)-L-asparaginyl]amino]-2(R)-hydroxy-4-(4-methoxyphenyl)butyl]-L-proline tert.butyl ester). The yield is 10.5%. Reaction SMILES: [C:1]([O:5][C:6](=[O:36])[C@@H:7]1[CH2:11][CH2:10][CH2:9][N:8]1[CH2:12][C@@H:13]([OH:35])[C@@H:14]([NH:24][C:25](OCC1C=CC=CC=1)=[O:26])[CH2:15][C:16]1[CH:21]=[CH:20][C:19]([O:22][CH3:23])=[CH:18][CH:17]=1)([CH3:4])([CH3:3])[CH3:2].[CH2:37]([O:44][C:45]([NH:47][C@H:48](C(O)=O)[CH2:49][C:50](=[O:52])[NH2:51])=[O:46])[C:38]1[CH:43]=[CH:42][CH:41]=[CH:40][CH:39]=1>C(O)C.[Pd]>[C:1]([O:5][C:6](=[O:36])[C@@H:7]1[CH2:11][CH2:10][CH2:9][N:8]1[CH2:12][C@@H:13]([OH:35])[C@@H:14]([NH:24][C:25](=[O:26])[C@H:48]([CH2:49][C:50](=[O:52])[NH2:51])[NH:47][C:45]([O:44][CH2:37][C:38]1[CH:39]=[CH:40][CH:41]=[CH:42][CH:43]=1)=[O:46])[CH2:15][C:16]1[CH:17]=[CH:18][C:19]([O:22][CH3:23])=[CH:20][CH:21]=1)([CH3:4])([CH3:3])[CH3:2]. Procedure: A solution of 730 mg of N-[3(S)-(benzyloxyformamido)-2(R)-hydroxy-4-(4-methoxyphenyl)butyl]-L-proline tert.butyl ester in 20 ml of ethanol was hydrogenated over 50 mg of 10% palladium-on-carbon for 2 hours. The catalyst was removed by filtration and the filtrate was evaporated to give an oil which was coupled with 340 mg of N-(benzyloxycarbonyl)-L-asparagine in a manner analogous to that described in Example 1. The crude product was chromatographed on a column of silica gel using 10% methanol in... Starting materials: CN(C=1OC2=C(N1)C=C(C=C2)Cl)C2=CC=C(C=C2)O (4-[N-methyl-N-(5-chloro-2-benzoxazolyl)amino]phenol), C([O-])([O-])=O.[K+].[K+] (potassium carbonate), C([O-])([O-])=O.[K+].[K+] (potassium carbonate), [N+](=O)([O-])C1=C(C=CC(=C1)C(F)(F)F)O (2-Nitro-4-trifluoromethylphenol), BrC(CCC(=O)OCC)C (ethyl 4-bromovalerate). The solvent is C(C(C)C)C(=O)C (methyl isobutyl ketone). Yields the product CN(C=1OC2=C(N1)C=C(C=C2)Cl)C2=CC=C(OC(CCC(=O)OCC)C)C=C2 (Ethyl 4-{4-[N-methyl-N-(5-chloro-2-benzoxazolyl)amino]phenoxy}valerate). As a reaction SMILES: [CH3:1][N:2]([C:13]1[CH:18]=[CH:17][C:16]([OH:19])=[CH:15][CH:14]=1)[C:3]1[O:4][C:5]2[CH:11]=[CH:10][C:9]([Cl:12])=[CH:8][C:6]=2[N:7]=1.[N+](C1C=C(C(F)(F)F)C=CC=1O)([O-])=O.Br[CH:35]([CH3:43])[CH2:36][CH2:37][C:38]([O:40][CH2:41][CH3:42])=[O:39].C(=O)([O-])[O-].[K+].[K+]>C(C(C)=O)C(C)C>[CH3:1][N:2]([C:13]1[CH:18]=[CH:17][C:16]([O:19][CH:35]([CH3:43])[CH2:36][CH2:37][C:38]([O:40][CH2:41][CH3:42])=[O:39])=[CH:15][CH:14]=1)[C:3]1[O:4][C:5]2[CH:11]=[CH:10][C:9]([Cl:12])=[CH:8][C:6]=2[N:7]=1 |f:3.4.5|. Reported procedure: A mixture of 4-[N-methyl-N-(5-chloro-2-benzoxazolyl)amino]phenol (1.0 g, 0.0039 mole; see Example 7 part (a), ethyl 4-bromovalerate (0.89 g, 0.0043 mole), anhydrous potassium carbonate (0.54 g) and methyl isobutyl ketone (15 ml) was heated under reflux for a period of 30 hours with further portions (0.05 g) of anhydrous potassium carbonate being added at 3 hour intervals. The reaction mixture was cooled, filtered and the filtrate was distilled under reduced pressure to remove the solvent. The re... Starting materials: CC[C@H](C)C(=O)O[C@H]1C[C@H](C=C2[C@H]1[C@H]([C@H](C=C2)C)CC[C@@H]3C[C@H](CC(=O)O3)O)C (mevinolin), C(C1=CC=CC=C1)Br (benzyl bromide), Cl (HCl). Reaction conditions: time 15 minute. The product is C(C1=CC=CC=C1)C1C(CC(OC1=O)CCC1C(C=CC2=CC(CC(C12)OC(C(CC)C)=O)C)C)O (2-Methyl-butyric Acid 8-[2-(5-Benzyl-4-hydroxy-6-oxo-tetrahydro-pyran-2-yl)-ethyl]-3,7-dimethyl-1,2,3,7,8,8a-hexahydro-naphthalen-1-yl Ester). RXN SMILES: [CH3:1][CH2:2][C@@H:3]([C:5]([O:7][C@@H:8]1[C@@H:13]2[C@@H:14]([CH2:19][CH2:20][C@H:21]3[O:27][C:25](=[O:26])[CH2:24][C@H:23]([OH:28])[CH2:22]3)[C@@H:15]([CH3:18])[CH:16]=[CH:17][C:12]2=[CH:11][C@H:10]([CH3:29])[CH2:9]1)=[O:6])[CH3:4].[CH2:30](Br)[C:31]1[CH:36]=[CH:35][CH:34]=[CH:33][CH:32]=1.Cl>>[CH2:30]([CH:24]1[C:25](=[O:26])[O:27][CH:21]([CH2:20][CH2:19][CH:14]2[CH:13]3[C:12](=[CH:11][CH:10]([CH3:29])[CH2:9][CH:8]3[O:7][C:5](=[O:6])[CH:3]([CH3:4])[CH2:2][CH3:1])[CH:17]=[CH:16][CH:15]2[CH3:18])[CH2:22][CH:23]1[OH:28])[C:31]1[CH:36]=[CH:35][CH:34]=[CH:33][CH:32]=1. Reported procedure: After 15 minutes, 202 mg (0.50 mmol) of mevinolin are added and the reaction mixture is kept at −77° C. for 30 minutes. Then 171 mg (1.0 mmol) benzyl bromide are added. After 2 hours the reaction is let come to room temperature and poured onto 0.1 N aqueous HCl. The phases are separated and the aqueous phase is extracted twice with ethyl acetate. The organic phases are combined, washed with brine and dried over sodium sulfate. The solvent is evaporated and the crude product is purified by silica... The reactants are BrC(C(=O)C1=CC=C(C=C1)C)CC(C)C (2-Bromo-4-methyl-1-(4-methylphenyl)pentane-1-one), C1(C=2C(C(N1)=O)=CC=CC2)=O.[K] (potassium phthalimide), C(C)(=O)OCC (ethyl acetate). Solvent: O (water). Run at temperature 160 celsius. The product is CC(CC(C(=O)C1=CC=C(C=C1)C)N1C(C2=CC=CC=C2C1=O)=O)C (4-methyl-1-(4-methylphenyl)-2-(1,3-dioxo-2-azaindane-2-yl)pentane-1-one). The yield is 72.7%. RXN SMILES: Br[CH:2]([CH2:12][CH:13]([CH3:15])[CH3:14])[C:3]([C:5]1[CH:10]=[CH:9][C:8]([CH3:11])=[CH:7][CH:6]=1)=[O:4].[C:16]1(=[O:26])[NH:20][C:19](=[O:21])[C:18]2=[CH:22][CH:23]=[CH:24][CH:25]=[C:17]12.[K].C(OCC)(=O)C>O>[CH3:14][CH:13]([CH3:15])[CH2:12][CH:2]([N:20]1[C:16](=[O:26])[C:17]2[C:18](=[CH:22][CH:23]=[CH:24][CH:25]=2)[C:19]1=[O:21])[C:3]([C:5]1[CH:10]=[CH:9][C:8]([CH3:11])=[CH:7][CH:6]=1)=[O:4] |f:1.2,^1:26|. Procedure details: 2-Bromo-4-methyl-1-(4-methylphenyl)pentane-1-one (13.5 g, 50 mmol) and potassium phthalimide (9.26 g, 50 mmol) were thoroughly mixed and heated at 160° C. for 2 hours. After being cooled, the reaction mixture was added with ethyl acetate (100 ml) and with water (50 ml). The resulting organic layer was separated and washed with brine. The organic solution was then dried over sodium sulfate and evaporated under reduced pressure. The residue was crystallized by treatment with hexane and the resulti... Starting materials: CC(C)(C)[Si](C)(C)OCC1CC(O)CC1O[Si](C)(C)C(C)(C)C, O=[N+]([O-])c1ccnc(Cl)c1, [H-], [Na+], CN(C)C=O. The product is CC(C)(C)[Si](C)(C)OCC1CC(Oc2ccnc(Cl)c2)CC1O[Si](C)(C)C(C)(C)C. As a reaction SMILES: [C:1]([CH3:2])([CH3:3])([CH3:4])[Si:5]([O:6][CH:7]1[CH2:8][CH:9]([OH:21])[CH2:10][CH:11]1[CH2:12][O:13][Si:14]([CH3:15])([CH3:16])[C:17]([CH3:18])([CH3:19])[CH3:20])([CH3:22])[CH3:23].[Cl:31][c:32]1[n:33][cH:34][cH:35][c:36]([N+:38]([O-:39])=[O:40])[cH:37]1.[H-:30].[Na+:29].[O:24]=[CH:25][N:26]([CH3:27])[CH3:28]>>[C:1]([CH3:2])([CH3:3])([CH3:4])[Si:5]([O:6][CH:7]1[CH2:8][CH:9]([O:21][c:36]2[cH:35][cH:34][n:33][c:32]([Cl:31])[cH:37]2)[CH2:10][CH:11]1[CH2:12][O:13][Si:14]([CH3:15])([CH3:16])[C:17]([CH3:18])([CH3:19])[CH3:20])([CH3:22])[CH3:23]. The reactants are CS(C)=O, CCN(C(C)C)C(C)C, CC(C)N1CCC(c2nc3cc(-c4ccc(F)cc4Cl)nc(Cl)n3n2)CC1, Cl, Cl, Nc1nc(NC2CCCNC2)ccc1C(=O)C(F)(F)F. Yields the product CC(C)N1CCC(c2nc3cc(-c4ccc(F)cc4Cl)nc(N4CCCC(Nc5ccc(C(=O)C(F)(F)F)c(N)n5)C4)n3n2)CC1. As a reaction SMILES: [CH3:59][S:60]([CH3:61])=[O:62].[CH:50]([N:51]([CH2:52][CH3:53])[CH:54]([CH3:55])[CH3:56])([CH3:57])[CH3:58].[Cl:2][c:3]1[n:4][c:5](-[c:21]2[c:22]([Cl:28])[cH:23][c:24]([F:27])[cH:25][cH:26]2)[cH:6][c:7]2[n:8]1[n:9][c:10]([CH:12]1[CH2:13][CH2:14][N:15]([CH:18]([CH3:19])[CH3:20])[CH2:16][CH2:17]1)[n:11]2.[ClH:1].[ClH:29].[NH2:30][c:31]1[n:32][c:33]([NH:43][CH:44]2[CH2:45][NH:46][CH2:47][CH2:48][CH2:49]2)[cH:34][cH:35][c:36]1[C:37]([C:38]([F:39])([F:40])[F:41])=[O:42]>>[c:3]1([N:46]2[CH2:45][CH:44]([NH:43][c:33]3[n:32][c:31]([NH2:30])[c:36]([C:37]([C:38]([F:39])([F:40])[F:41])=[O:42])[cH:35][cH:34]3)[CH2:49][CH2:48][CH2:47]2)[n:4][c:5](-[c:21]2[c:22]([Cl:28])[cH:23][c:24]([F:27])[cH:25][cH:26]2)[cH:6][c:7]2[n:8]1[n:9][c:10]([CH:12]1[CH2:13][CH2:14][N:15]([CH:18]([CH3:19])[CH3:20])[CH2:16][CH2:17]1)[n:11]2.